Dataset: the Open Reaction Database (ORD), a public repository of structured organic reaction records. Task: describe an organic reaction: reactants, conditions, products, and yield Reactants: ClC1=C(C=CC=C1)C1=NSC(=N1)S(=O)(=O)N (3-(2-chlorophenyl)-1,2,4-thiadiazole-5-sulfonamide), C(C(C)C)(OC)(OC)OC (trimethyl orthoisobutyrate), CCCCCC (Hexane). Product: COC(C(C)C)=NS(=O)(=O)C1=NC(=NS1)C1=C(C=CC=C1)Cl (N-(1-Methoxy-2-methylpropylidene)-3-(2-chlorophenyl)-1,2,4-thiadiazole-5-sulfonamide). RXN SMILES: [Cl:1][C:2]1[CH:7]=[CH:6][CH:5]=[CH:4][C:3]=1[C:8]1[N:12]=[C:11]([S:13]([NH2:16])(=[O:15])=[O:14])[S:10][N:9]=1.CCCCCC.[C:23](OC)(OC)([O:27][CH3:28])[CH:24]([CH3:26])[CH3:25]>>[CH3:28][O:27][C:23](=[N:16][S:13]([C:11]1[S:10][N:9]=[C:8]([C:3]2[CH:4]=[CH:5][CH:6]=[CH:7][C:2]=2[Cl:1])[N:12]=1)(=[O:14])=[O:15])[CH:24]([CH3:26])[CH3:25]. Reported procedure: A mixture of 2.9 g of 3-(2-chlorophenyl)-1,2,4-thiadiazole-5-sulfonamide in 11 ml of trimethyl orthoisobutyrate was warmed to about 85° with an oil bath. After 2.5 hours the solution was cooled to room temperature, whereupon a precipitate formed. Hexane (25 ml) was added to insure complete precipitation. The solid was filtered, washed with hexane and vacuum dried (P2O5) to give 3.08 g of solid, m.p. 75°-76°. Reactants: OC1=CC=C(C=C1)/C=C/C(=O)O ((2E)-3-(4-hydroxyphenyl)prop-2-enoic acid), CC1=NOC(=C1)C (3,5-dimethyl-1,2-oxazole). Run in O (water). Conditions: temperature 130 celsius. The product is CC1=NOC(=C1C(CC(=O)O)C1=CC=C(C=C1)O)C (3-(3,5-Dimethyl-1,2-oxazol-4-yl)-3-(4-hydroxyphenyl)propanoic acid). The yield is 21.0%. RXN SMILES: [OH:1][C:2]1[CH:7]=[CH:6][C:5](/[CH:8]=[CH:9]/[C:10]([OH:12])=[O:11])=[CH:4][CH:3]=1.[CH3:13][C:14]1[CH:18]=[C:17]([CH3:19])[O:16][N:15]=1>O>[CH3:13][C:14]1[C:18]([CH:8]([C:5]2[CH:4]=[CH:3][C:2]([OH:1])=[CH:7][CH:6]=2)[CH2:9][C:10]([OH:12])=[O:11])=[C:17]([CH3:19])[O:16][N:15]=1. Procedure: To a 50 mL sealed was charged with (2E)-3-(4-hydroxyphenyl)prop-2-enoic acid (3.0 g, 0.018 mmol) and 3,5-dimethyl-1,2-oxazole (3.54 g, 0.054 mmol) and heated at 130° C. for 16 h. The reaction mixture diluted with water (10 mL) was added and extracted with DCM (20 mL). The combined extract was dried over anhydrous Na2SO4 and the solvent was removed under reduced pressure. The crude material was taken for next step with out purification (1.0 g, yield: 20.96%). The reactants are [Si](C)(C)(C(C)(C)C)O[C@H]1C[C@@H](CC2=CC=C3[C@@H]4CC=C([C@H](C)OCCC(=O)N(C)C)[C@]4(CC[C@@H]3[C@@]12C)C)O[Si](C)(C)C(C)(C)C (1α,3β-bis(tert-butyldimethylsilyloxy)-20(S)-(N,N-dimethylaminocarbonylethoxy)pregna-5,7,16-triene), [F-].C(CCC)[N+](CCCC)(CCCC)CCCC (tetra-n-butylammonium fluoride). Run in C(C)(=O)OCC (ethyl acetate), O1CCCC1 (tetrahydrofuran), O1CCCC1 (tetrahydrofuran). Reaction conditions: temperature 50 celsius, time 1 hour. Product: O[C@H]1C[C@@H](CC2=CC=C3[C@@H]4CC=C([C@H](C)OCCC(=O)N(C)C)[C@]4(CC[C@@H]3[C@@]12C)C)O (1α,3β-dihydroxy-20(S)-(N,N-dimethylaminocarbonylethoxy)pregna-5,7,16-triene). Yield: 69.8%. RXN SMILES: [Si]([O:8][C@@H:9]1[C@@:35]2([CH3:36])[C:13](=[CH:14][CH:15]=[C:16]3[C@@H:34]2[CH2:33][CH2:32][C@@:31]2([CH3:37])[C@H:17]3[CH2:18][CH:19]=[C:20]2[C@@H:21]([O:23][CH2:24][CH2:25][C:26]([N:28]([CH3:30])[CH3:29])=[O:27])[CH3:22])[CH2:12][C@@H:11]([O:38][Si](C(C)(C)C)(C)C)[CH2:10]1)(C(C)(C)C)(C)C.[F-].C([N+](CCCC)(CCCC)CCCC)CCC>O1CCCC1.C(OCC)(=O)C>[OH:8][C@@H:9]1[C@@:35]2([CH3:36])[C:13](=[CH:14][CH:15]=[C:16]3[C@@H:34]2[CH2:33][CH2:32][C@@:31]2([CH3:37])[C@H:17]3[CH2:18][CH:19]=[C:20]2[C@@H:21]([O:23][CH2:24][CH2:25][C:26]([N:28]([CH3:29])[CH3:30])=[O:27])[CH3:22])[CH2:12][C@@H:11]([OH:38])[CH2:10]1 |f:1.2|. Procedure: To a solution of 1α,3β-bis(tert-butyldimethylsilyloxy)-20(S)-(N,N-dimethylaminocarbonylethoxy)pregna-5,7,16-triene (100 mg, 0.15 mmol) in tetrahydrofuran (6.0 ml), a 1M tetrahydrofuran solution of tetra-n-butylammonium fluoride (1.5 ml) was added and stirred at 50° C. for 1 hour under a nitrogen stream. After cooling to room temperature, the reaction mixture was diluted with ethyl acetate, washed sequentially with 0.5N hydrochloric acid, saturated aqueous sodium bicarbonate and saturated aqueous...